This data is from the Open Reaction Database (ORD), a public repository of structured organic reaction records. The task is: describe an organic reaction: reactants, conditions, products, and yield The reactants are CN1c2ccccc2C(C(=O)O)c2ccccc21, ClCCl, O=S(Cl)Cl. The product is CN1c2ccccc2C(C(=O)O)c2ccccc21, [Cl-]. As a reaction SMILES: [CH3:1][N:2]1[c:3]2[cH:4][cH:5][cH:6][cH:7][c:8]2[CH:9]([C:16](=[O:17])[OH:18])[c:10]2[cH:11][cH:12][cH:13][cH:14][c:15]21.[Cl:23][CH2:24][Cl:25].[S:19]([Cl:20])([Cl:21])=[O:22]>>[CH3:1][N:2]1[c:3]2[cH:4][cH:5][cH:6][cH:7][c:8]2[CH:9]([C:16](=[O:17])[OH:18])[c:10]2[cH:11][cH:12][cH:13][cH:14][c:15]21.[Cl-:21]. The reactants are N#Cc1c(C#N)n(-c2ccc(Cl)cc2)c(=O)n1Cc1ccccc1, c1ccccc1. The product is N#Cc1[nH]c(=O)n(-c2ccc(Cl)cc2)c1C#N. Reaction SMILES: [Cl:1][c:2]1[cH:3][cH:4][c:5](-[n:8]2[c:9](=[O:24])[n:10]([CH2:17][c:18]3[cH:19][cH:20][cH:21][cH:22][cH:23]3)[c:11]([C:15]#[N:16])[c:12]2[C:13]#[N:14])[cH:6][cH:7]1.[cH:25]1[cH:26][cH:27][cH:28][cH:29][cH:30]1>>[Cl:1][c:2]1[cH:3][cH:4][c:5](-[n:8]2[c:9](=[O:24])[nH:10][c:11]([C:15]#[N:16])[c:12]2[C:13]#[N:14])[cH:6][cH:7]1. Starting materials: O=C1CCC(=O)N1Cl, Cl, COC(=O)C(CCC(F)(F)C(F)(F)C(F)(F)C(F)(F)F)S(=O)(=O)CCC(F)(F)F, [H-], [Na+], C1CCOC1. The product is COC(=O)C(Cl)(CCC(F)(F)C(F)(F)C(F)(F)C(F)(F)F)S(=O)(=O)CCC(F)(F)F. Reaction SMILES: [Cl:32][N:33]1[C:34](=[O:35])[CH2:36][CH2:37][C:38]1=[O:39].[ClH:40].[F:1][C:2]([CH2:3][CH2:4][CH:5]([C:6](=[O:7])[O:8][CH3:9])[S:10](=[O:11])(=[O:12])[CH2:13][CH2:14][C:15]([F:16])([F:17])[F:18])([C:19]([C:20]([C:21]([F:22])([F:23])[F:24])([F:25])[F:26])([F:27])[F:28])[F:29].[H-:30].[Na+:31].[O:41]1[CH2:42][CH2:43][CH2:44][CH2:45]1>>[F:1][C:2]([CH2:3][CH2:4][C:5]([C:6](=[O:7])[O:8][CH3:9])([S:10](=[O:11])(=[O:12])[CH2:13][CH2:14][C:15]([F:16])([F:17])[F:18])[Cl:32])([C:19]([C:20]([C:21]([F:22])([F:23])[F:24])([F:25])[F:26])([F:27])[F:28])[F:29]. The reactants are CC(=O)O, CC(NCCSC1CCCCC1)C(=O)O, O=N[O-], [Na+], O. Yields the product CC(C(=O)O)N(CCSC1CCCCC1)N=O. Reaction SMILES: [CH3:16][C:17](=[O:18])[OH:19].[CH:1]1([S:7][CH2:8][CH2:9][NH:10][CH:11]([CH3:12])[C:13](=[O:14])[OH:15])[CH2:2][CH2:3][CH2:4][CH2:5][CH2:6]1.[N:20](=[O:21])[O-:22].[Na+:23].[OH2:24]>>[CH:1]1([S:7][CH2:8][CH2:9][N:10]([CH:11]([CH3:12])[C:13](=[O:14])[OH:15])[N:20]=[O:21])[CH2:2][CH2:3][CH2:4][CH2:5][CH2:6]1.